From a dataset of the Open Reaction Database (ORD), a public repository of structured organic reaction records. describe an organic reaction: reactants, conditions, products, and yield Reactants: C1(C=CC2=CC=CC=C12)[Ti](C)(C)C (indenyltrimethyltitanium), C1(C=CC2=CC=CC=C12)[Ti](CC1=CC=CC=C1)(CC1=CC=CC=C1)CC1=CC=CC=C1 (indenyltribenzyltitanium), C[O-].C[O-].C[O-].C1(CCCC=2C=3CCCCC3CC12)[Ti+3] (1,2,3,4,5,6,7,8-octahydrofluorenyltitaniumtrimethoxide). Product: [O-]CC.[O-]CC.[O-]CC.C1(C=CC2=CC=CC=C12)[Ti+3] (indenyltitaniumtriethoxide). Reaction SMILES: C1([Ti](C)(C)C)[C:9]2[C:4](=CC=CC=2)C=C1.[CH:14]1([Ti:23](C[C:39]2[CH:44]=CC=CC=2)(CC2C=CC=CC=2)CC2C=CC=CC=2)[C:22]2[C:17](=[CH:18][CH:19]=[CH:20][CH:21]=2)[CH:16]=[CH:15]1.C[O-:46].C[O-].C[O-].[CH:51]1([Ti+3])[C:63]2CC3CCCCC=3C=2CCC1>>[O-:46][CH2:9][CH3:4].[O-:46][CH2:44][CH3:39].[O-:46][CH2:63][CH3:51].[CH:14]1([Ti+3:23])[C:22]2[C:17](=[CH:18][CH:19]=[CH:20][CH:21]=2)[CH:16]=[CH:15]1 |f:2.3.4.5,6.7.8.9|. Reported procedure: aniumtrimethoxide; indenyltrimethyltitanium; indenyltribenzyltitanium; 1,2,3,4,5,6,7,8-octahydrofluorenyltitaniumtrimethoxide; Reactants: CCOC(=O)C1Oc2cc(C(=O)c3ccnn3-c3ccccn3)c(Cl)c(Cl)c2O1, [Li+], C1CCOC1, [OH-], O, O. Product: O=C(c1cc2c(c(Cl)c1Cl)OC(C(=O)O)O2)c1ccnn1-c1ccccn1. Reaction SMILES: [Cl:1][c:2]1[c:3]([Cl:29])[c:4]([C:16](=[O:17])[c:18]2[cH:19][cH:20][n:21][n:22]2-[c:23]2[n:24][cH:25][cH:26][cH:27][cH:28]2)[cH:5][c:6]2[c:10]1[O:9][CH:8]([C:11](=[O:12])[O:13][CH2:14][CH3:15])[O:7]2.[Li+:32].[O:33]1[CH2:34][CH2:35][CH2:36][CH2:37]1.[OH-:31].[OH2:30].[OH2:38]>>[Cl:1][c:2]1[c:3]([Cl:29])[c:4]([C:16](=[O:17])[c:18]2[cH:19][cH:20][n:21][n:22]2-[c:23]2[n:24][cH:25][cH:26][cH:27][cH:28]2)[cH:5][c:6]2[c:10]1[O:9][CH:8]([C:11](=[O:12])[OH:13])[O:7]2. Starting materials: CCO, O=C1NC(Cc2cccc(OC(F)(F)C(F)F)c2)C(c2ccc(Cl)s2)O1, [Na+], [OH-]. As a reaction SMILES: [CH3:29][CH2:30][OH:31].[Cl:1][c:2]1[cH:3][cH:4][c:5]([CH:7]2[CH:8]([CH2:13][c:14]3[cH:15][c:16]([O:20][C:21]([CH:22]([F:23])[F:24])([F:25])[F:26])[cH:17][cH:18][cH:19]3)[NH:9][C:10](=[O:12])[O:11]2)[s:6]1.[Na+:28].[OH-:27]>>[Cl:1][c:2]1[cH:3][cH:4][c:5]([CH:7]([CH:8]([NH2:9])[CH2:13][c:14]2[cH:15][c:16]([O:20][C:21]([CH:22]([F:23])[F:24])([F:25])[F:26])[cH:17][cH:18][cH:19]2)[OH:11])[s:6]1. Product: NC(Cc1cccc(OC(F)(F)C(F)F)c1)C(O)c1ccc(Cl)s1. Starting materials: [N+](=O)([O-])C1=C(C=CC(=C1)[N+](=O)[O-])OC1=C(C=C(C=C1)[N+](=O)[O-])[N+](=O)[O-] (2,4-Dinitrophenyl Ether), 4F, 3F, 1F, [H][H] (hydrogen), 1F, 2F. The reagents and catalysts are [Pd] (Pd/C). The solvent is C(C)(=O)OCC.C(C)O (ethyl acetate ethanol). Yields the product NC1=C(C=CC(=C1)N)OC1=C(C=C(C=C1)N)N (2,4-Diaminophenyl Ether). Yield: 24.0%. As a reaction SMILES: [N+:1]([C:4]1[CH:9]=[C:8]([N+:10]([O-])=O)[CH:7]=[CH:6][C:5]=1[O:13][C:14]1[CH:19]=[CH:18][C:17]([N+:20]([O-])=O)=[CH:16][C:15]=1[N+:23]([O-])=O)([O-])=O.[H][H]>C(OCC)(=O)C.C(O)C.[Pd]>[NH2:23][C:15]1[CH:16]=[C:17]([NH2:20])[CH:18]=[CH:19][C:14]=1[O:13][C:5]1[CH:6]=[CH:7][C:8]([NH2:10])=[CH:9][C:4]=1[NH2:1] |f:2.3|. Reported procedure: The dinitro compound obtained from Example 7 (22.1 g, 0.035 mole) was mixed with 10% Pd/C. (2.2 g) in ethyl acetate/ethanol (6/4 by volume, 88 g) solvent. Hydrogenation was carried out with 50-60 psi of hydrogen pressure at ambient temperature for about 6 hrs. After reaction, the solution was filtered to remove the metal residue and the solvent was removed in vacuo. The final diamino product was purified by distillation, 4.75 g of (24% yield) clear, viscous liquid was obtained. Bp. 120° C./0.02 ... Starting materials: N(=[N+]=[N-])C1CCC=2N(C3=CC=CC=C3C2CC(=O)OCCC)C1 (propyl (7-azido-6,7,8,9-tetrahydropyrido[1,2-α]indol-10-yl)acetate), C(#C)C1=CC=C(C=C1)S(=O)(=O)C (1-ethynyl-4-(methylsulfonyl)benzene). Product: CS(=O)(=O)C1=CC=C(C=C1)C=1N=NN(C1)C1CCC=2N(C3=CC=CC=C3C2CC(=O)O)C1 ({7-[4-(4-Methanesulfonyl-phenyl)-[1,2,3]triazol-1-yl]-6,7,8,9-tetrahydropyrido[1,2-α]indol-10-yl}-acetic acid). RXN SMILES: [N:1]([CH:4]1[CH2:23][N:8]2[C:9]3[C:14]([C:15]([CH2:16][C:17]([O:19]CCC)=[O:18])=[C:7]2[CH2:6][CH2:5]1)=[CH:13][CH:12]=[CH:11][CH:10]=3)=[N+:2]=[N-:3].[C:24]([C:26]1[CH:31]=[CH:30][C:29]([S:32]([CH3:35])(=[O:34])=[O:33])=[CH:28][CH:27]=1)#[CH:25]>>[CH3:35][S:32]([C:29]1[CH:30]=[CH:31][C:26]([C:24]2[N:3]=[N:2][N:1]([CH:4]3[CH2:23][N:8]4[C:9]5[C:14]([C:15]([CH2:16][C:17]([OH:19])=[O:18])=[C:7]4[CH2:6][CH2:5]3)=[CH:13][CH:12]=[CH:11][CH:10]=5)[CH:25]=2)=[CH:27][CH:28]=1)(=[O:33])=[O:34]. Reported procedure: The title compound was prepared using procedures described in EXAMPLE 1 from propyl (7-azido-6,7,8,9-tetrahydropyrido[1,2-α]indol-10-yl)acetate and 1-ethynyl-4-(methylsulfonyl)benzene. MS (+ESI) m/z: 451.1. The reactants are E1, ClC=1C=C2N(C(N1)=O)CC(N2C)(C)C (7-chloro-1,2,2-trimethyl-2,3-dihydroimidazo[1,2-c]pyrimidin-5(1H)-one), C1(CCCC1)CCO (2-cyclopentylethanol). The product is C1(CCCC1)CCOC=1C=C2N(C(N1)=O)CC(N2C)(C)C (7-(2-cyclopentylethoxy)-1,2,2-trimethyl-2,3-dihydroimidazo[1,2-c]pyrimidin-5(1H)-one). As a reaction SMILES: Cl[C:2]1[CH:3]=[C:4]2[N:11]([CH3:12])[C:10]([CH3:14])([CH3:13])[CH2:9][N:5]2[C:6](=[O:8])[N:7]=1.[CH:15]1([CH2:20][CH2:21][OH:22])[CH2:19][CH2:18][CH2:17][CH2:16]1>>[CH:15]1([CH2:20][CH2:21][O:22][C:2]2[CH:3]=[C:4]3[N:11]([CH3:12])[C:10]([CH3:14])([CH3:13])[CH2:9][N:5]3[C:6](=[O:8])[N:7]=2)[CH2:19][CH2:18][CH2:17][CH2:16]1. Procedure: The title compound was prepared by a procedure similar to that described for E1 starting from 7-chloro-1,2,2-trimethyl-2,3-dihydroimidazo[1,2-c]pyrimidin-5(1H)-one and 2-cyclopentylethanol. Reactants: COC(=O)c1ccc(C(O)C#Cc2cc(-c3cccs3)c(OC)cc2OC)cc1, ClCCl, O=[Cr](=O)([O-])O[Cr](=O)(=O)[O-], c1cc[nH+]cc1, c1cc[nH+]cc1. Product: COC(=O)c1ccc(C(=O)C#Cc2cc(-c3cccs3)c(OC)cc2OC)cc1. RXN SMILES: [CH3:1][O:2][C:3]([c:4]1[cH:5][cH:6][c:7]([CH:10]([C:11]#[C:12][c:13]2[c:14]([O:26][CH3:27])[cH:15][c:16]([O:24][CH3:25])[c:17](-[c:19]3[s:20][cH:21][cH:22][cH:23]3)[cH:18]2)[OH:28])[cH:8][cH:9]1)=[O:29].[Cl:51][CH2:52][Cl:53].[Cr:30]([O:31][Cr:32]([O-:33])(=[O:34])=[O:35])([O-:36])(=[O:37])=[O:38].[nH+:39]1[cH:40][cH:41][cH:42][cH:43][cH:44]1.[nH+:45]1[cH:46][cH:47][cH:48][cH:49][cH:50]1>>[CH3:1][O:2][C:3]([c:4]1[cH:5][cH:6][c:7]([C:10]([C:11]#[C:12][c:13]2[c:14]([O:26][CH3:27])[cH:15][c:16]([O:24][CH3:25])[c:17](-[c:19]3[s:20][cH:21][cH:22][cH:23]3)[cH:18]2)=[O:28])[cH:8][cH:9]1)=[O:29].